This data is from the Open Reaction Database (ORD), a public repository of structured organic reaction records. The task is: describe an organic reaction: reactants, conditions, products, and yield Starting materials: C[C@H]1C(=O)O[C@H](C(=O)O1)C (L-lactide), O.C1(=CC=C(C=C1)S(=O)(=O)O)C (p-toluenesulfonic acid monohydrate), C(C1=CC=CC=C1)O (benzyl alcohol). The product is C([C@@H](O)C)(=O)OCC1=CC=CC=C1 ((S)-benzyl lactate). Reaction SMILES: C[C@@H:2]1[O:9][C:7](=[O:8])[C@H:6]([CH3:10])[O:5][C:3]1=O.O.[C:12]1(C)[CH:17]=[CH:16]C(S(O)(=O)=O)=[CH:14][CH:13]=1.C(O)C1C=CC=CC=1>>[C:7]([O:9][CH2:2][C:3]1[CH:16]=[CH:17][CH:12]=[CH:13][CH:14]=1)(=[O:8])[C@H:6]([CH3:10])[OH:5] |f:1.2|. Reported procedure: Commercially available L-lactide 1 (16 g, 0.14 mol) and p-toluenesulfonic acid monohydrate (catalytic amount) in benzyl alcohol (40 mL, 0.38 mol) was heated to 110° C. overnight. Excess benzyl alcohol was removed under vacuum to obtain a light yellow oil. The desired product was distilled under vacuum (0.9 mm Hg, 85-95° C.) to obtain 50.3 g of 2 as a clear oil. The distilled oil was used without further purification. Reaction conditions: temperature 55 celsius, time 16 hour. Reaction SMILES: Br[CH2:2][C:3]1[CH:8]=[CH:7][CH:6]=[C:5]([O:9][CH3:10])[CH:4]=1.[Br:11][C:12]1[CH:13]=[CH:14][C:15]([OH:21])=[C:16]([CH:20]=1)[C:17]([OH:19])=[O:18].[C:22](=[O:25])([O-])[O-].[K+].[K+]>CC(C)=O>[Br:11][C:12]1[CH:13]=[CH:14][C:15]([O:21][CH2:2][C:3]2[CH:8]=[CH:7][CH:6]=[C:5]([O:25][CH3:22])[CH:4]=2)=[C:16]([CH:20]=1)[C:17]([O:19][CH2:2][C:3]1[CH:8]=[CH:7][CH:6]=[C:5]([O:9][CH3:10])[CH:4]=1)=[O:18] |f:2.3.4|. The reactants are BrC=1C=CC(=C(C(=O)O)C1)O (5-bromo-2-hydroxybenzoic acid), C([O-])([O-])=O.[K+].[K+] (potassium carbonate), BrCC1=CC(=CC=C1)OC (1-(bromomethyl)-3-methoxybenzene). The solvent is CC(=O)C (acetone). Reported procedure: Neat 1-(bromomethyl)-3-methoxybenzene (510 mg, 2.53 mmol) was added in one charge to a stirred suspension of 5-bromo-2-hydroxybenzoic acid (250 mg, 1.15 mmol) and potassium carbonate (318 mg, 2.304 mmol) in acetone (40 ml) under nitrogen at 20° C. The reaction mixture was stirred at 55° C. for 16 h. The organic phase was evaporated and the residue was washed with water (25 ml), extracted by ethyl acetate (3×30 ml) and evaporated in vacuo to yield the title compound as an off-white solid. 430 mg. The product is BrC=1C=CC(=C(C(=O)OCC2=CC(=CC=C2)OC)C1)OCC1=CC(=CC=C1)OC ([3-(Methyloxy)phenyl]methyl 5-bromo-2-({[3-(methyloxy)phenyl]methyl}oxy)benzoate). Reactants: [C-]#N.[K+] (potassium cyanide), CO (methanol), C(C)(=O)O[C@]1(C(C=O)=O)CC[C@H]2[C@@H]3CCC4=CC(CC[C@]4(C)[C@H]3CC[C@]12C)=O (17α-acetoxy-3,20-dioxo-4-pregnen-21-al), CN1C(CCC1)=O (N-methylpyrrolidone). Reagents/catalysts: [O-2].[Mn+4].[O-2] (manganese(IV) oxide). Solvent: C(C)(=O)O (acetic acid). Product: methyl ester, C(C)(=O)O[C@]1(C(C(=O)O)=O)CC[C@H]2[C@@H]3CCC4=CC(CC[C@]4(C)[C@H]3CC[C@]12C)=O (17α-acetoxy-3,20-dioxo-4-pregnene-21-oic acid). Reaction SMILES: [C:1]([O:4][C@:5]1([C@:26]2([CH3:27])[C@H:12]([C@H:13]3[C@H:23]([CH2:24][CH2:25]2)[C@:21]2([CH3:22])[C:16](=[CH:17][C:18](=[O:28])[CH2:19][CH2:20]2)[CH2:15][CH2:14]3)[CH2:11][CH2:10]1)[C:6](=[O:9])[CH:7]=[O:8])(=[O:3])[CH3:2].CN1CCCC1=[O:35].CO.[C-]#N.[K+]>[O-2].[Mn+4].[O-2].C(O)(=O)C>[C:1]([O:4][C@:5]1([C@:26]2([CH3:27])[C@H:12]([C@H:13]3[C@H:23]([CH2:24][CH2:25]2)[C@:21]2([CH3:22])[C:16](=[CH:17][C:18](=[O:28])[CH2:19][CH2:20]2)[CH2:15][CH2:14]3)[CH2:11][CH2:10]1)[C:6](=[O:9])[C:7]([OH:35])=[O:8])(=[O:3])[CH3:2] |f:3.4,5.6.7|. Reported procedure: 4.0 g. of 17α-acetoxy-3,20-dioxo-4-pregnen-21-al is agitated at room temperature for 5 minutes in 100 ml. of N-methylpyrrolidone with 32 ml. of methanol, 6.4 ml. of concentrated acetic acid, 12 g. of manganese(IV) oxide, and 1.4 g. of potassium cyanide. The reaction product is then isolated as set forth in Example 39(b). After recrystallization from acetone-petroleum ether, 1.98 g. of the methyl ester of 17α-acetoxy-3,20-dioxo-4-pregnene-21-oic acid is obtained, m.p. 190.3°.